Dataset: the Open Reaction Database (ORD), a public repository of structured organic reaction records. Task: describe an organic reaction: reactants, conditions, products, and yield Reaction conditions: temperature 0 celsius, time 30 minute. RXN SMILES: [H-].[Na+].[C:3]([NH:7][S:8]([C:11]1[CH:16]=[CH:15][C:14]([I:17])=[CH:13][CH:12]=1)(=[O:10])=[O:9])([CH3:6])([CH3:5])[CH3:4].Br[CH2:19][CH2:20][O:21][CH3:22].[I-].[Na+]>CN(C=O)C>[CH3:22][O:21][CH2:20][CH2:19][N:7]([C:3]([CH3:6])([CH3:4])[CH3:5])[S:8]([C:11]1[CH:12]=[CH:13][C:14]([I:17])=[CH:15][CH:16]=1)(=[O:9])=[O:10] |f:0.1,4.5|. Product: COCCN(S(=O)(=O)C1=CC=C(C=C1)I)C(C)(C)C (N-(2-Methoxyethyl)-N-(t-butyl)-4-iodobenzenesulphonamide). Run in CN(C)C=O (DMF), CN(C)C=O (DMF), CN(C)C=O (DMF). Procedure details: Sodium hydride (71 mg, 1.77 mg) was added to a solution of N-t-butyl-4-iodobenzenesulphonamide (Method 73; 500 mg, 1.47 mmol), in anhydrous DMF (15 ml), under nitrogen at 0° C. The resulting suspension was stirred at 0° C. for 30 minutes. A solution of 1-bromo-2-methoxyethane (167 μl, 1.77 mmol), and sodium iodide (265 mg, 1.77 mmol) in DMF (15 ml) (which had been pre-stirred at ambient temperature for 1 hour), was then added dropwise to the mixture so that the reaction temperature was maintaine... Yield: 25.2%. Starting materials: [H-].[Na+] (Sodium hydride), C(C)(C)(C)NS(=O)(=O)C1=CC=C(C=C1)I (N-t-butyl-4-iodobenzenesulphonamide), BrCCOC (1-bromo-2-methoxyethane), [I-].[Na+] (sodium iodide), BrCCOC (1-bromo-2-methoxyethane), [I-].[Na+] (sodium iodide). Starting materials: Cl.FC1=C(C=CC=C1F)C=1N=C(SC1)N1CCNCC1 (1-[4-(2,3-difluorophenyl)-1,3-thiazol-2-yl]piperazine hydrochloride), [OH-].[Na+] (sodium hydroxide). The solvent is O (water). Product: FC1=C(C=CC=C1F)C=1N=C(SC1)N1CCNCC1 (1-[4-(2,3-Difluorophenyl)-1,3-thiazol-2-yl]piperazine). Isolated yield 56.8%. RXN SMILES: Cl.[F:2][C:3]1[C:8]([F:9])=[CH:7][CH:6]=[CH:5][C:4]=1[C:10]1[N:11]=[C:12]([N:15]2[CH2:20][CH2:19][NH:18][CH2:17][CH2:16]2)[S:13][CH:14]=1.[OH-].[Na+]>O>[F:2][C:3]1[C:8]([F:9])=[CH:7][CH:6]=[CH:5][C:4]=1[C:10]1[N:11]=[C:12]([N:15]2[CH2:20][CH2:19][NH:18][CH2:17][CH2:16]2)[S:13][CH:14]=1 |f:0.1,2.3|. Reported procedure: A 4 N solution (50 ml) of hydrogen chloride in ethyl acetate was added to a solution of tert-butyl 4-[4-(2,3-difluorophenyl)-1,3-thiazol-2-yl]piperazine-1-carboxylate (4.20 g, 11.0 mmol) in ethyl acetate (100 ml), and the mixture was stirred at room temperature for 14 hours. Hexane was added to the reaction mixture, and crystals were collected by filtration to give 1-[4-(2,3-difluorophenyl)-1,3-thiazol-2-yl]piperazine hydrochloride. The hydrochloride was dissolved in water, neutralized with a 1 ... Starting materials: NC=1C=CC=2CCC(N3C=C(C(C1C23)=O)C(=O)O)C (10-Amino-6,7-dihydro-5-methyl-1-oxo-1H,5H-benzo[ij]quinolizine-2-carboxylic acid), C(C)(=O)OC(C)=O (acetic anhydride). The product is C(C)(=O)NC=1C=CC=2CCC(N3C=C(C(C1C23)=O)C(=O)O)C (10-acetamido-6,7-dihydro-5-methyl-1-oxo-1H,5H-benzo[ij]quinolizine-2-carboxylic acid). Reaction SMILES: [NH2:1][C:2]1[CH:3]=[CH:4][C:5]2[CH2:6][CH2:7][CH:8]([CH3:19])[N:9]3[C:14]=2[C:13]=1[C:12](=[O:15])[C:11]([C:16]([OH:18])=[O:17])=[CH:10]3.[C:20](OC(=O)C)(=[O:22])[CH3:21]>>[C:20]([NH:1][C:2]1[CH:3]=[CH:4][C:5]2[CH2:6][CH2:7][CH:8]([CH3:19])[N:9]3[C:14]=2[C:13]=1[C:12](=[O:15])[C:11]([C:16]([OH:18])=[O:17])=[CH:10]3)(=[O:22])[CH3:21]. Procedure details: 10-Amino-6,7-dihydro-5-methyl-1-oxo-1H,5H-benzo[ij]quinolizine-2-carboxylic acid (5.0 g., 0.018 mole) and acetic anhydride (50 ml.) are stirred and heated on a steam bath for three hours. After cooling, the solid precipitate is separated by filtration, washed with water, dried, then recrystallized from N,N-dimethyl formamide to provide 10-acetamido-6,7-dihydro-5-methyl-1-oxo-1H,5H-benzo[ij]quinolizine-2-carboxylic acid, m.p. 277°-279° C. The reactants are Cn1ncnc1CCl, Cl, Oc1cc(-c2ccnc3nc(C(F)(F)F)ccc23)ccc1F. The product is Cn1ncnc1COc1cc(-c2ccnc3nc(C(F)(F)F)ccc23)ccc1F. As a reaction SMILES: [Cl:24][CH2:25][c:26]1[n:27][cH:28][n:29][n:30]1[CH3:31].[ClH:23].[F:1][c:2]1[c:3]([OH:22])[cH:4][c:5](-[c:8]2[cH:9][cH:10][n:11][c:12]3[n:13][c:14]([C:18]([F:19])([F:20])[F:21])[cH:15][cH:16][c:17]23)[cH:6][cH:7]1>>[F:1][c:2]1[c:3]([O:22][CH2:25][c:26]2[n:27][cH:28][n:29][n:30]2[CH3:31])[cH:4][c:5](-[c:8]2[cH:9][cH:10][n:11][c:12]3[n:13][c:14]([C:18]([F:19])([F:20])[F:21])[cH:15][cH:16][c:17]23)[cH:6][cH:7]1. The reactants are COCC1(OC2=CC=C(C=C2C(C1O)N1C(C=CC=C1)=O)N)C (2-methoxymethyl-2-methyl-4-(1,2-dihydro-2-oxo-1-pyridyl)-6-amino-3-chromanol), C(C)(=O)OC(C)=O (acetic anhydride). Run in N1=CC=CC=C1 (pyridine). Reaction conditions: time 24 hour. The product is COCC1(OC2=CC=C(C=C2C(C1O)N1C(C=CC=C1)=O)NC(C)=O)C (2-methoxymethyl-2-methyl-4-(1,2-dihydro-2-oxo-1-pyridyl)-6-acetamido-3-chromanol). Reaction SMILES: [CH3:1][O:2][CH2:3][C:4]1([CH3:23])[CH:13]([OH:14])[CH:12]([N:15]2[CH:20]=[CH:19][CH:18]=[CH:17][C:16]2=[O:21])[C:11]2[C:6](=[CH:7][CH:8]=[C:9]([NH2:22])[CH:10]=2)[O:5]1.[C:24](OC(=O)C)(=[O:26])[CH3:25]>N1C=CC=CC=1>[CH3:1][O:2][CH2:3][C:4]1([CH3:23])[CH:13]([OH:14])[CH:12]([N:15]2[CH:20]=[CH:19][CH:18]=[CH:17][C:16]2=[O:21])[C:11]2[C:6](=[CH:7][CH:8]=[C:9]([NH:22][C:24](=[O:26])[CH3:25])[CH:10]=2)[O:5]1. Procedure: A mixture of 1 g of 2-methoxymethyl-2-methyl-4-(1,2-dihydro-2-oxo-1-pyridyl)-6-amino-3-chromanol, 10 ml of acetic anhydride and 10 ml of pyridine is allowed to stand at 20° C. for 24 hours. The mixture is evaporated, worked up in the customary manner and 2-methoxymethyl-2-methyl-4-(1,2-dihydro-2-oxo-1-pyridyl)-6-acetamido-3-chromanol is obtained. Starting materials: [BH4-], CCO, Cc1cc(C)c(C=O)c(-c2ccc(F)c(C)c2)c1, [Na+]. Yields the product Cc1cc(C)c(CO)c(-c2ccc(F)c(C)c2)c1. Reaction SMILES: [BH4-:19].[CH3:21][CH2:22][OH:23].[F:1][c:2]1[c:3]([CH3:18])[cH:4][c:5](-[c:8]2[c:9]([CH:10]=[O:11])[c:12]([CH3:17])[cH:13][c:14]([CH3:16])[cH:15]2)[cH:6][cH:7]1.[Na+:20]>>[F:1][c:2]1[c:3]([CH3:18])[cH:4][c:5](-[c:8]2[c:9]([CH2:10][OH:11])[c:12]([CH3:17])[cH:13][c:14]([CH3:16])[cH:15]2)[cH:6][cH:7]1. Starting materials: ClCCl, O=C1CCCN1CCO, NS(=O)(=O)Cl. Product: NS(=O)(=O)OCCN1CCCC1=O. As a reaction SMILES: [CH2:15]([Cl:16])[Cl:17].[OH:1][CH2:2][CH2:3][N:4]1[C:5](=[O:9])[CH2:6][CH2:7][CH2:8]1.[S:10]([NH2:11])(=[O:12])(=[O:13])[Cl:14]>>[O:1]([CH2:2][CH2:3][N:4]1[C:5](=[O:9])[CH2:6][CH2:7][CH2:8]1)[S:10]([NH2:11])(=[O:12])=[O:13].